From a dataset of the Open Reaction Database (ORD), a public repository of structured organic reaction records. describe an organic reaction: reactants, conditions, products, and yield The reactants are CC(C)c1ncc2n1CCN(C(=O)OC(C)(C)C)C2CCc1ccc(C(F)(F)F)cc1, ClC(Cl)Cl, O=C1CCC(=O)N1Cl, ClCCl. The product is CC(C)c1nc(Cl)c2n1CCN(C(=O)OC(C)(C)C)C2CCc1ccc(C(F)(F)F)cc1. RXN SMILES: [C:9]([CH3:10])([CH3:11])([CH3:12])[O:13][C:14](=[O:15])[N:16]1[CH:17]([CH2:28][CH2:29][c:30]2[cH:31][cH:32][c:33]([C:36]([F:37])([F:38])[F:39])[cH:34][cH:35]2)[c:18]2[n:19]([c:22]([CH:25]([CH3:26])[CH3:27])[n:23][cH:24]2)[CH2:20][CH2:21]1.[CH:40]([Cl:41])([Cl:42])[Cl:43].[Cl:1][N:2]1[C:3](=[O:4])[CH2:5][CH2:6][C:7]1=[O:8].[Cl:44][CH2:45][Cl:46]>>[Cl:1][c:24]1[c:18]2[n:19]([c:22]([CH:25]([CH3:26])[CH3:27])[n:23]1)[CH2:20][CH2:21][N:16]([C:14]([O:13][C:9]([CH3:10])([CH3:11])[CH3:12])=[O:15])[CH:17]2[CH2:28][CH2:29][c:30]1[cH:31][cH:32][c:33]([C:36]([F:37])([F:38])[F:39])[cH:34][cH:35]1.